This data is from the Open Reaction Database (ORD), a public repository of structured organic reaction records. The task is: describe an organic reaction: reactants, conditions, products, and yield The reactants are Br, CS(C)=O, Cc1ccccc1C(=O)c1ccc(Nc2ccccc2COCCO)cc1Cl, [Na+], [OH-]. The product is Cc1ccccc1C(=O)c1ccc(Nc2ccc(Br)cc2COCCO)cc1Cl. As a reaction SMILES: [BrH:29].[CH3:32][S:33]([CH3:34])=[O:35].[Cl:1][c:2]1[c:3]([C:20](=[O:21])[c:22]2[c:23]([CH3:28])[cH:24][cH:25][cH:26][cH:27]2)[cH:4][cH:5][c:6]([NH:8][c:9]2[c:10]([CH2:15][O:16][CH2:17][CH2:18][OH:19])[cH:11][cH:12][cH:13][cH:14]2)[cH:7]1.[Na+:31].[OH-:30]>>[Cl:1][c:2]1[c:3]([C:20](=[O:21])[c:22]2[c:23]([CH3:28])[cH:24][cH:25][cH:26][cH:27]2)[cH:4][cH:5][c:6]([NH:8][c:9]2[c:10]([CH2:15][O:16][CH2:17][CH2:18][OH:19])[cH:11][c:12]([Br:29])[cH:13][cH:14]2)[cH:7]1. Starting materials: C(CCC)[Li] (n-Butyl lithium), C1=CC=CC=2SC3=CC=CC=C3C(C12)C#N (9H-Thioxanthene-9-carbonitrile), CCOC(=O)CBr (ethyl bromo acetate). Run in CCOCC (Et2O). Reaction conditions: time 30 minute. The product is C(C)OC(CC1(C2=CC=CC=C2SC=2C=CC=CC12)C#N)=O ((9-Cyano-9H-thioxanthen-9-yl)-acetic acid ethyl ester). The yield is 58.4%. As a reaction SMILES: [CH:1]1[C:14]2[CH:13]([C:15]#[N:16])[C:12]3[C:7](=[CH:8][CH:9]=[CH:10][CH:11]=3)[S:6][C:5]=2[CH:4]=[CH:3][CH:2]=1.C([Li])CCC.[CH3:22][CH2:23][O:24][C:25]([CH2:27]Br)=[O:26]>CCOCC>[CH2:23]([O:24][C:25](=[O:26])[CH2:27][C:13]1([C:15]#[N:16])[C:14]2[CH:1]=[CH:2][CH:3]=[CH:4][C:5]=2[S:6][C:7]2[C:12]1=[CH:11][CH:10]=[CH:9][CH:8]=2)[CH3:22]. Reported procedure: 9H-thioxanthene-9-carbonitrile [33] (1.20 g, 5.37 mmol) was dissolved in anhydrous Et2O and cooled in an icebath. n-Butyl lithium (2.14 mL, 5.37 mmol, 2.5M soln. in hexanes) was added dropwise over 10 min. with continuous stirring. Stirring was continued for 30 min. at the same temperature and then brought to room temperature. The reaction mixture was heated at reflux (1 hr), cooled in an icebath and ethyl bromo acetate (0.83 mL, 7.52 mmol) was added dropwise via syringe. The resulting mixture w... The reactants are Cc1cc(-n2c(CC3CCN(C(=O)C4CC4)C3)n[nH]c2=O)c(F)cc1Br, O=C([O-])[O-], CC1(C)OB(c2ccc3cccnc3c2)OC1(C)C, [Cs+], [Cs+]. Yields the product Cc1cc(-n2c(CC3CCN(C(=O)C4CC4)C3)n[nH]c2=O)c(F)cc1-c1ccc2cccnc2c1. Reaction SMILES: [Br:1][c:2]1[cH:3][c:4]([F:26])[c:5](-[n:9]2[c:10](=[O:25])[nH:11][n:12][c:13]2[CH2:14][CH:15]2[CH2:16][N:17]([C:20](=[O:21])[CH:22]3[CH2:23][CH2:24]3)[CH2:18][CH2:19]2)[cH:6][c:7]1[CH3:8].[C:46](=[O:47])([O-:48])[O-:49].[CH3:27][C:28]1([CH3:29])[C:30]([CH3:31])([CH3:32])[O:33][B:34]([c:35]2[cH:36][cH:37][c:38]3[cH:39][cH:40][cH:41][n:42][c:43]3[cH:44]2)[O:45]1.[Cs+:50].[Cs+:51]>>[c:2]1(-[c:35]2[cH:36][cH:37][c:38]3[cH:39][cH:40][cH:41][n:42][c:43]3[cH:44]2)[cH:3][c:4]([F:26])[c:5](-[n:9]2[c:10](=[O:25])[nH:11][n:12][c:13]2[CH2:14][CH:15]2[CH2:16][N:17]([C:20](=[O:21])[CH:22]3[CH2:23][CH2:24]3)[CH2:18][CH2:19]2)[cH:6][c:7]1[CH3:8].